From a dataset of the Open Reaction Database (ORD), a public repository of structured organic reaction records. describe an organic reaction: reactants, conditions, products, and yield Reaction conditions: temperature 60 celsius. Reported procedure: A solution of 4.8 g of sodium methoxide in 300 ml of dry DMF and 15 ml of methanol is added to a suspension of 5-(4-pyrimidinyl)-2(1H)-pyridone (2 g) in 200 ml DMF. The reaction mixture is filtered and 5.5 ml of methyl iodide added to the filtrate. The reaction mixture is heated to 60° C. for 2 hours, cooled to RT, and the solvent evaporated in vacuo leaving a liquid residue that crystallizes upon the addition of distilled H2O. The crystalline solid is stirred with 400 ml of distilled H2O, filte... RXN SMILES: [CH3:1][O-].[Na+].[N:4]1[CH:9]=[CH:8][C:7]([C:10]2[CH:11]=[CH:12][C:13](=[O:16])[NH:14][CH:15]=2)=[N:6][CH:5]=1>CN(C=O)C.CO>[CH3:1][N:14]1[CH:15]=[C:10]([C:7]2[CH:8]=[CH:9][N:4]=[CH:5][N:6]=2)[CH:11]=[CH:12][C:13]1=[O:16] |f:0.1|. Solvent: CN(C)C=O (DMF), CO (methanol), CN(C)C=O (DMF). The reactants are C[O-].[Na+] (sodium methoxide), N1=CN=C(C=C1)C=1C=CC(NC1)=O (5-(4-pyrimidinyl)-2(1H)-pyridone). Product: CN1C(C=CC(=C1)C1=NC=NC=C1)=O (1-methyl-5-(4-pyrimidyl)-2-pyridone). Reactants: Cc1ccc(S(=O)(=O)OCCC2CC2C2CCN(c3ncc(Cl)cn3)CC2)cc1, [N-]=[N+]=[N-], [Na+], C1COCCO1, O. Product: [N-]=[N+]=NCCC1CC1C1CCN(c2ncc(Cl)cn2)CC1. As a reaction SMILES: [CH3:1][c:2]1[cH:3][cH:4][c:5]([S:6]([O:7][CH2:12][CH2:13][CH:14]2[CH:15]([CH:17]3[CH2:18][CH2:19][N:20]([c:23]4[n:24][cH:25][c:26]([Cl:29])[cH:27][n:28]4)[CH2:21][CH2:22]3)[CH2:16]2)(=[O:8])=[O:9])[cH:10][cH:11]1.[N-:30]=[N+:31]=[N-:32].[Na+:33].[O:34]1[CH2:35][CH2:36][O:37][CH2:38][CH2:39]1.[OH2:40]>>[CH2:12]([CH2:13][CH:14]1[CH:15]([CH:17]2[CH2:18][CH2:19][N:20]([c:23]3[n:24][cH:25][c:26]([Cl:29])[cH:27][n:28]3)[CH2:21][CH2:22]2)[CH2:16]1)[N:30]=[N+:31]=[N-:32]. The reactants are C(CCCCCCCCCCCCCCCCC)OC1=C(C=CC=C1)Br (octadecyloxyphenyl bromide), Cl (HCl), [Mg] (magnesium), C(C1=CC=CC=C1)(=O)C1=CC=CC=C1 (Benzophenone). Solvent: C1CCOC1 (THF). Yields the product C(CCCCCCCCCCCCCCCCC)OC(C1=CC=CC=C1)(C1=CC=CC=C1)C1=CC=CC=C1 (Octadecyloxytriphenylmethane). RXN SMILES: [CH2:1](OC1C=CC=CC=1Br)[CH2:2][CH2:3][CH2:4][CH2:5][CH2:6][CH2:7][CH2:8][CH2:9][CH2:10][CH2:11][CH2:12][CH2:13][CH2:14][CH2:15][CH2:16][CH2:17][CH3:18].[Mg].[C:28]([C:36]1[CH:41]=[CH:40][CH:39]=[CH:38][CH:37]=1)(=[O:35])[C:29]1[CH:34]=[CH:33][CH:32]=[CH:31][CH:30]=1.Cl>C1COCC1>[CH2:1]([O:35][C:28]([C:29]1[CH:34]=[CH:33][CH:32]=[CH:31][CH:30]=1)([C:36]1[CH:41]=[CH:40][CH:39]=[CH:38][CH:37]=1)[C:29]1[CH:34]=[CH:33][CH:32]=[CH:31][CH:30]=1)[CH2:2][CH2:3][CH2:4][CH2:5][CH2:6][CH2:7][CH2:8][CH2:9][CH2:10][CH2:11][CH2:12][CH2:13][CH2:14][CH2:15][CH2:16][CH2:17][CH3:18]. Procedure: Octadecyloxytriphenylmethane (C18 Tr-OH) was prepared in a Grignard procedure starting from octadecyloxyphenyl bromide and magnesium in dry THF. Benzophenone was added to the metalorganic compound and the product was hydrolyzed with 2 M HCl. The worked-up reaction mixture was dried, evaporated, and the pure product crystallized from toluene. The trityl alcohol was converted to the trityl chloride by treatment with an excess of acetylchloride. Starting materials: N#Cc1ccc(C=O)cc1, CCCCC1CCC(C(CO)CO)CC1, Cc1ccc(S(=O)(=O)O)cc1, ClCCl, O. Yields the product CCCCC1CCC(C2COC(c3ccc(C#N)cc3)OC2)CC1. RXN SMILES: [C:16](#[N:17])[c:18]1[cH:19][cH:20][c:21]([CH:22]=[O:23])[cH:24][cH:25]1.[CH2:1]([CH2:2][CH2:3][CH3:4])[CH:5]1[CH2:6][CH2:7][CH:8]([CH:11]([CH2:12][OH:13])[CH2:14][OH:15])[CH2:9][CH2:10]1.[CH3:26][c:27]1[cH:28][cH:29][c:30]([S:31]([OH:32])(=[O:33])=[O:34])[cH:35][cH:36]1.[Cl:38][CH2:39][Cl:40].[OH2:37]>>[CH2:1]([CH2:2][CH2:3][CH3:4])[CH:5]1[CH2:6][CH2:7][CH:8]([CH:11]2[CH2:12][O:13][CH:22]([c:21]3[cH:20][cH:19][c:18]([C:16]#[N:17])[cH:25][cH:24]3)[O:15][CH2:14]2)[CH2:9][CH2:10]1. Reactants: O=C(Cl)CCl, CCOc1cc([N+](=O)[O-])cc(N)n1, c1ccncc1. Yields the product CCOc1cc([N+](=O)[O-])cc(NC(=O)CCl)n1. As a reaction SMILES: [Cl:14][CH2:15][C:16](=[O:17])[Cl:18].[NH2:1][c:2]1[n:3][c:4]([O:11][CH2:12][CH3:13])[cH:5][c:6]([N+:8](=[O:9])[O-:10])[cH:7]1.[cH:19]1[cH:20][cH:21][n:22][cH:23][cH:24]1>>[NH:1]([c:2]1[n:3][c:4]([O:11][CH2:12][CH3:13])[cH:5][c:6]([N+:8](=[O:9])[O-:10])[cH:7]1)[C:16]([CH2:15][Cl:14])=[O:17]. Reactants: C1(=CC=CC=C1)C1=NOC(=C1)CO ((3-phenylisoxazol-5-yl) methanol), I(=O)(=O)C1=C(C(=O)O)C=CC=C1 (2-iodoxybenzoic acid). Solvent: C(C)(=O)OCC (ethyl acetate). Product: C1(=CC=CC=C1)C1=NOC(=C1)C=O (3-phenyl-5-isoxazolecarbaldehyde). Isolated yield 83.2%. As a reaction SMILES: [C:1]1([C:7]2[CH:11]=[C:10]([CH2:12][OH:13])[O:9][N:8]=2)[CH:6]=[CH:5][CH:4]=[CH:3][CH:2]=1.I(C1C=CC=CC=1C(O)=O)(=O)=O>C(OCC)(=O)C>[C:1]1([C:7]2[CH:11]=[C:10]([CH:12]=[O:13])[O:9][N:8]=2)[CH:2]=[CH:3][CH:4]=[CH:5][CH:6]=1. Reported procedure: A solution of (3-phenylisoxazol-5-yl) methanol (10.0 g) and 2-iodoxybenzoic acid (24.0 g) in ethyl acetate (350 mL) was refluxed overnight. The mixture was cooled to room temperature, filtered and concentrated. The resulting solids were triturated (hexane:diethyl ether=1:1) to obtain the title compound (8.22 g) having the following physical data. Reactants: CNS(=O)(=O)Cl (methylsulfamoyl chloride), ClC1=CC=C(OCCO)C=C1 (2-(4-chlorophenoxy)ethanol), N1=CC=CC=C1 (pyridine). Run in C(Cl)Cl (methylene chloride), C(Cl)Cl (methylene chloride). Reaction conditions: time 3 day. The product is ClC1=CC=C(OCCOS(NC)(=O)=O)C=C1 (Methylsulfamic acid 2-(4-chlorophenoxy)ethyl ester). The yield is 33.5%. As a reaction SMILES: [CH3:1][NH:2][S:3](Cl)(=[O:5])=[O:4].[Cl:7][C:8]1[CH:17]=[CH:16][C:11]([O:12][CH2:13][CH2:14][OH:15])=[CH:10][CH:9]=1.N1C=CC=CC=1>C(Cl)Cl>[Cl:7][C:8]1[CH:17]=[CH:16][C:11]([O:12][CH2:13][CH2:14][O:15][S:3](=[O:5])(=[O:4])[NH:2][CH3:1])=[CH:10][CH:9]=1. Reported procedure: To a stirred solution of 45.0 g (0.347 mole) of methylsulfamoyl chloride (Example 2, pt. a) in 100 ml of methylene chloride was added in a thin stream a solution of 25.0 g (0.145 mole) of 2-(4-chlorophenoxy)ethanol (Lancaster Synthesis, Inc., Windham, N. H. 03087) in 30 ml (0.369 mole) of pyridine and 100 ml of methylene chloride and the reaction mixture was stirred at ambient temperature for 3 days. The solids were removed by filtration and the filtrate was evaporated under reduced pressure to ... Starting materials: CN1CCn2nc(Nc3cc(Br)cn(C)c3=O)cc2C1, CC(=O)OCc1c(B2OC(C)(C)C(C)(C)O2)cccc1N1CCc2c(sc3c2CCCC3)C1=O, CC#N, [K+], [K+], [K+], O, O=P([O-])([O-])[O-]. The product is CC(=O)OCc1c(-c2cc(Nc3cc4n(n3)CCN(C)C4)c(=O)n(C)c2)cccc1N1CCc2c(sc3c2CCCC3)C1=O. Reaction SMILES: [Br:35][c:36]1[cH:37][c:38]([NH:44][c:45]2[n:46][n:47]3[c:48]([cH:54]2)[CH2:49][N:50]([CH3:53])[CH2:51][CH2:52]3)[c:39](=[O:43])[n:40]([CH3:42])[cH:41]1.[C:1]([CH3:2])(=[O:3])[O:4][CH2:5][c:6]1[c:7]([N:21]2[C:22](=[O:34])[c:23]3[c:24]([c:27]4[c:28]([s:29]3)[CH2:30][CH2:31][CH2:32][CH2:33]4)[CH2:25][CH2:26]2)[cH:8][cH:9][cH:10][c:11]1[B:12]1[O:13][C:14]([CH3:15])([CH3:16])[C:17]([CH3:18])([CH3:19])[O:20]1.[CH3:63][C:64]#[N:65].[K+:60].[K+:61].[K+:62].[OH2:66].[P:55]([O-:56])([O-:57])([O-:58])=[O:59]>>[C:1]([CH3:2])(=[O:3])[O:4][CH2:5][c:6]1[c:7]([N:21]2[C:22](=[O:34])[c:23]3[c:24]([c:27]4[c:28]([s:29]3)[CH2:30][CH2:31][CH2:32][CH2:33]4)[CH2:25][CH2:26]2)[cH:8][cH:9][cH:10][c:11]1-[c:36]1[cH:37][c:38]([NH:44][c:45]2[n:46][n:47]3[c:48]([cH:54]2)[CH2:49][N:50]([CH3:53])[CH2:51][CH2:52]3)[c:39](=[O:43])[n:40]([CH3:42])[cH:41]1. Starting materials: CCCC[N+](CCCC)(CCCC)CCCC, ClCCl, CC(=O)SC1CSC(CI)C1, [N-]=[N+]=[N-]. As a reaction SMILES: [CH2:15]([N+:16]([CH2:17][CH2:18][CH2:19][CH3:20])([CH2:21][CH2:22][CH2:23][CH3:24])[CH2:25][CH2:26][CH2:27][CH3:28])[CH2:29][CH2:30][CH3:31].[CH2:32]([Cl:33])[Cl:34].[I:1][CH2:2][CH:3]1[CH2:4][CH:5]([S:8][C:9]([CH3:10])=[O:11])[CH2:6][S:7]1.[N-:12]=[N+:13]=[N-:14]>>[CH2:2]([CH:3]1[CH2:4][CH:5]([S:8][C:9]([CH3:10])=[O:11])[CH2:6][S:7]1)[N:12]=[N+:13]=[N-:14]. Product: CC(=O)SC1CSC(CN=[N+]=[N-])C1. The reactants are COC1=C(C=CC=C1)NC(NN)=S (4-(2-methoxyphenyl)-3-thiosemicarbazide), ClC(C(=O)OCC)C(=O)C (ethyl 2-chloroacetoacetate), Cl (hydrogen chloride). Run in C(C)O (ethanol). The product is CC1=C(C(=NN1)NC1=C(C=CC=C1)OC)C(=O)OCC (5-Methyl-3-[(2-methoxyphenyl)amino]-1H-pyrazole-4-carboxylic acid, ethyl ester). RXN SMILES: [CH3:1][O:2][C:3]1[CH:8]=[CH:7][CH:6]=[CH:5][C:4]=1[NH:9][C:10](=S)[NH:11][NH2:12].Cl[CH:15]([C:21]([CH3:23])=O)[C:16]([O:18][CH2:19][CH3:20])=[O:17].Cl>C(O)C>[CH3:23][C:21]1[NH:12][N:11]=[C:10]([NH:9][C:4]2[CH:5]=[CH:6][CH:7]=[CH:8][C:3]=2[O:2][CH3:1])[C:15]=1[C:16]([O:18][CH2:19][CH3:20])=[O:17]. Procedure details: A suspension of 10.0 g (0.0507 mole) of 4-(2-methoxyphenyl)-3-thiosemicarbazide and 8.35 g (0.0507 mole) of ethyl 2-chloroacetoacetate in 150 mL of absolute ethanol was stirred for ~16 hr at room temperature. Alcoholic hydrogen chloride (2N, 50 mL) was added, the mixture heated at reflux for 1.0 hr, and the solution filtered while hot to remove precipitated sulfur. The filtrate was evaporated under reduced pressure, and the residue dissolved in hot ethanol, treated with charcoal and filtered thr...